Dataset: the Open Reaction Database (ORD), a public repository of structured organic reaction records. Task: describe an organic reaction: reactants, conditions, products, and yield The reactants are N#N (N2), CCN(C(C)C)C(C)C (DIPEA), ClCC=1OC=C(N1)C(C)(C)O (2-(2-(chloromethyl)oxazol-4-yl)propan-2-ol), [N+](=O)([O-])C1=NNN=C1 (4-nitro-2H-[1,2,3]triazole), solution. Run in O (Water), CC(OCC)=O (EA), CN(C)C=O (DMF), CN(C)C=O (DMF), CN(C)C=O (DMF). Reaction conditions: temperature 50 celsius, time 8 hour. Product: [N+](=O)([O-])C1=NN(N=C1)CC=1OC=C(N1)C(C)(C)O (2-(2-((4-Nitro-2H-1,2,3-triazol-2-yl)methyl)oxazol-4-yl)propan-2-ol). Reaction SMILES: N#N.Cl[CH2:4][C:5]1[O:6][CH:7]=[C:8]([C:10]([OH:13])([CH3:12])[CH3:11])[N:9]=1.[N+:14]([C:17]1[CH:21]=[N:20][NH:19][N:18]=1)([O-:16])=[O:15].CCN(C(C)C)C(C)C>CN(C=O)C.CC(=O)OCC.O>[N+:14]([C:17]1[CH:21]=[N:20][N:19]([CH2:4][C:5]2[O:6][CH:7]=[C:8]([C:10]([OH:13])([CH3:12])[CH3:11])[N:9]=2)[N:18]=1)([O-:16])=[O:15]. Procedure: In a flame dried round-bottomed flask equipped with a magnetic stir bar and under inert atmosphere (N2), a solution of 2-(2-(chloromethyl)oxazol-4-yl)propan-2-ol (1.32 g, 7.51 mmol) in DMF (22.0 mL) was added to a solution of 4-nitro-2H-[1,2,3]triazole (T. E. Eagles et al. Organic preparations and procedures 2 (2), 117-119, 1970; P. N. Neuman J. Heterocycl. Chem. 8, 51-56, 1971) (12.84 g of a 8% solution in DMF, 9.01 mmol) in DMF (22.0 mL) pre-treated for 30 min with DIPEA (2.57 mL, 15.01 mmol) ... The reactants are Cc1cc(C=O)cc(CBr)c1, CO, COC(OC)OC, O, Cc1ccc(S(=O)(=O)O)cc1. Product: COC(OC)c1cc(C)cc(CBr)c1. As a reaction SMILES: [Br:1][CH2:2][c:3]1[cH:4][c:5]([CH:6]=[O:7])[cH:8][c:9]([CH3:11])[cH:10]1.[CH3:31][OH:32].[CH:12]([O:13][CH3:14])([O:15][CH3:16])[O:17][CH3:18].[OH2:19].[c:20]1([CH3:21])[cH:22][cH:23][c:24]([S:25]([OH:26])(=[O:27])=[O:28])[cH:29][cH:30]1>>[Br:1][CH2:2][c:3]1[cH:4][c:5]([CH:12]([O:13][CH3:14])[O:15][CH3:16])[cH:8][c:9]([CH3:11])[cH:10]1. The reactants are C[Si](C)(C)[N-][Si](C)(C)C, COC[P+](c1ccccc1)(c1ccccc1)c1ccccc1, Cc1ccccc1, [Cl-], [K+], CCCn1c(=O)c2[nH]c(C3C4CC5C(C4=O)C53)nc2n(CCC)c1=O. RXN SMILES: [CH3:24][Si:25]([N-:26][Si:27]([CH3:28])([CH3:29])[CH3:30])([CH3:31])[CH3:32].[CH3:2][O:3][CH2:4][P+:5]([c:6]1[cH:7][cH:8][cH:9][cH:10][cH:11]1)([c:12]1[cH:13][cH:14][cH:15][cH:16][cH:17]1)[c:18]1[cH:19][cH:20][cH:21][cH:22][cH:23]1.[CH3:59][c:60]1[cH:61][cH:62][cH:63][cH:64][cH:65]1.[Cl-:1].[K+:33].[O:34]=[C:35]1[CH:36]2[CH:37]([c:42]3[n:43][c:44]4[n:45]([CH2:56][CH2:57][CH3:58])[c:46](=[O:55])[n:47]([CH2:52][CH2:53][CH3:54])[c:48](=[O:51])[c:49]4[nH:50]3)[CH:38]3[CH:39]([CH:40]13)[CH2:41]2>>[CH3:2][O:3][CH:4]=[C:35]1[CH:36]2[CH:37]([c:42]3[n:43][c:44]4[n:45]([CH2:56][CH2:57][CH3:58])[c:46](=[O:55])[n:47]([CH2:52][CH2:53][CH3:54])[c:48](=[O:51])[c:49]4[nH:50]3)[CH:38]3[CH:39]([CH:40]13)[CH2:41]2. The product is CCCn1c(=O)c2[nH]c(C3C4CC5C(C4=COC)C53)nc2n(CCC)c1=O. The reactants are Cl.NC1=C(NC(=C1C(N)=O)C)C1=CC=CC=C1 (3-Amino-4-carbamoyl-5-methyl-2-phenylpyrrole hydrochloride), CC(=O)C (acetone). Run in C(C)O.CCCCCC (ethanol hexane). The product is C(N)(=O)C=1C(=C(NC1C)C1=CC=CC=C1)N=C(C)C (4-Carbamoyl-3-isopropylideneamino-5-methyl-2-phenylpyrrole). The yield is 82.0%. Reaction SMILES: Cl.[NH2:2][C:3]1[C:7]([C:8](=[O:10])[NH2:9])=[C:6]([CH3:11])[NH:5][C:4]=1[C:12]1[CH:17]=[CH:16][CH:15]=[CH:14][CH:13]=1.[CH3:18][C:19]([CH3:21])=O>C(O)C.CCCCCC>[C:8]([C:7]1[C:3]([N:2]=[C:19]([CH3:21])[CH3:18])=[C:4]([C:12]2[CH:17]=[CH:16][CH:15]=[CH:14][CH:13]=2)[NH:5][C:6]=1[CH3:11])(=[O:10])[NH2:9] |f:0.1,3.4|. Reported procedure: From the compound of Example 33 and acetone, yield 82%, m.p. 221°-23° C. (from ethanol/hexane). The reactants are P(Cl)(Cl)(Cl)(Cl)Cl (phosphorus pentachloride), 44, C(CC)N1C(N=C(NS1(=O)=O)OC)=O (6-n-propyl-3-methoxy-6H-1,2,4,6-thiatriazin-5-one-1,1-dioxide), P(=O)(Cl)(Cl)Cl (phosphorus oxychloride). Conditions: temperature 110 celsius, time 7 hour. Product: 45, ClC1=NC(=NS(N1CCC)(=O)=O)OC (5-chloro-6-n-propyl-3-methoxy-6H-1,2,4,6-thiatriazine-1,1-dioxide). RXN SMILES: P(Cl)(Cl)(Cl)(Cl)Cl.[CH2:7]([N:10]1[S:15](=[O:17])(=[O:16])[NH:14][C:13]([O:18][CH3:19])=[N:12][C:11]1=O)[CH2:8][CH3:9].P(Cl)(Cl)([Cl:23])=O>>[Cl:23][C:11]1[N:10]([CH2:7][CH2:8][CH3:9])[S:15](=[O:17])(=[O:16])[N:14]=[C:13]([O:18][CH3:19])[N:12]=1. Procedure: 50 parts of phosphorus pentachloride were added to a stirred mixture of 44 parts of 6-n-propyl-3-methoxy-6H-1,2,4,6-thiatriazin-5-one-1,1-dioxide and 268 parts of phosphorus oxychloride at 22° C., and the batch was heated to 110° C. in the course of 20 minutes. After 7 hours' stirring under reflux, it was evaporated down under reduced pressure, giving 45 parts of oily 5-chloro-6-n-propyl-3-methoxy-6H-1,2,4,6-thiatriazine-1,1-dioxide; NMR (CDCl3): N-CH2 4.0-4.28. The reactants are CCCC[N+](CCCC)(CCCC)CCCC, C1CCOC1, Cc1ccc(-c2cnc3c(ccn3COCC[Si](C)(C)C)n2)c(NC2CCCN(S(=O)(=O)CC3CC3)C2)n1, [F-], NCCN. As a reaction SMILES: [CH2:40]([N+:41]([CH2:42][CH2:43][CH2:44][CH3:45])([CH2:46][CH2:47][CH2:48][CH3:49])[CH2:50][CH2:51][CH2:52][CH3:53])[CH2:54][CH2:55][CH3:56].[CH2:61]1[O:62][CH2:63][CH2:64][CH2:65]1.[CH:1]1([CH2:4][S:5](=[O:6])(=[O:7])[N:8]2[CH2:9][CH:10]([NH:14][c:15]3[n:16][c:17]([CH3:38])[cH:18][cH:19][c:20]3-[c:21]3[n:22][c:23]4[c:24]([n:25][cH:26]3)[n:27]([CH2:30][O:31][CH2:32][CH2:33][Si:34]([CH3:35])([CH3:36])[CH3:37])[cH:28][cH:29]4)[CH2:11][CH2:12][CH2:13]2)[CH2:2][CH2:3]1.[F-:39].[NH2:57][CH2:58][CH2:59][NH2:60]>>[CH:1]1([CH2:4][S:5](=[O:6])(=[O:7])[N:8]2[CH2:9][CH:10]([NH:14][c:15]3[n:16][c:17]([CH3:38])[cH:18][cH:19][c:20]3-[c:21]3[n:22][c:23]4[c:24]([n:25][cH:26]3)[nH:27][cH:28][cH:29]4)[CH2:11][CH2:12][CH2:13]2)[CH2:2][CH2:3]1. The product is Cc1ccc(-c2cnc3[nH]ccc3n2)c(NC2CCCN(S(=O)(=O)CC3CC3)C2)n1. Reactants: CC1(C)C(CC(Br)(Br)Br)C1C(=O)O, O=C1CCC1, [Na+], [OH-]. Product: CC1(C)C(C=C(Br)Br)C1C(=O)O. As a reaction SMILES: [Br:8][C:9]([CH2:10][CH:11]1[CH:12]([C:16](=[O:17])[OH:18])[C:13]1([CH3:14])[CH3:15])([Br:19])[Br:20].[C:1]1(=[O:2])[CH2:3][CH2:4][CH2:5]1.[Na+:7].[OH-:6]>>[Br:8][C:9](=[CH:10][CH:11]1[CH:12]([C:16](=[O:17])[OH:18])[C:13]1([CH3:14])[CH3:15])[Br:19]. RXN SMILES: [CH3:15][C:16](=[O:17])[O:18][C:19](=[O:20])[CH3:21].[NH2:1][c:2]1[c:3]2[c:4]([c:5]([C:8]([CH3:9])=[O:10])[cH:6][cH:7]1)[O:11][CH2:12][CH2:13][O:14]2.[cH:22]1[cH:23][cH:24][n:25][cH:26][cH:27]1>>[NH:1]([c:2]1[c:3]2[c:4]([c:5]([C:8]([CH3:9])=[O:10])[cH:6][cH:7]1)[O:11][CH2:12][CH2:13][O:14]2)[C:16]([CH3:15])=[O:17]. The product is CC(=O)Nc1ccc(C(C)=O)c2c1OCCO2. Starting materials: CC(=O)OC(C)=O, CC(=O)c1ccc(N)c2c1OCCO2, c1ccncc1. Reactants: FCCBr, CC#N, O=C1NCCc2cncn21. Yields the product [Br-], O=C1NCCc2c[n+](CCF)cn21. Reaction SMILES: [Br:11][CH2:12][CH2:13][F:14].[CH3:15][C:16]#[N:17].[cH:1]1[n:2][cH:3][n:4]2[c:9]1[CH2:8][CH2:7][NH:6][C:5]2=[O:10]>>[Br-:11].[cH:1]1[n+:2]([CH2:12][CH2:13][F:14])[cH:3][n:4]2[c:9]1[CH2:8][CH2:7][NH:6][C:5]2=[O:10]. Reactants: C1(CCCCCCC1)NC(C(=O)OCC)=O (ethyl N-cyclooctyloxamate), C1(CCCCCCC1)N (cyclooctylamine), CCC(=O)C(=O)Cl (ethyloxalyl chloride), [Na] (sodium). Solvent: C(C)O (ethanol), C(C)O (ethanol), C(Cl)(Cl)Cl (chloroform), C(Cl)(Cl)Cl (chloroform). Reaction conditions: temperature 10 celsius. The product is C1(CCCCCCC1)NC(C(=O)O)=O (N-cyclooctyloxamic acid). RXN SMILES: C1(N)CCCCCCC1.CCC(C(Cl)=O)=O.[CH:17]1([NH:25][C:26](=[O:32])[C:27]([O:29]CC)=[O:28])[CH2:24][CH2:23][CH2:22][CH2:21][CH2:20][CH2:19][CH2:18]1.[Na]>C(Cl)(Cl)Cl.C(O)C>[CH:17]1([NH:25][C:26](=[O:32])[C:27]([OH:29])=[O:28])[CH2:24][CH2:23][CH2:22][CH2:21][CH2:20][CH2:19][CH2:18]1 |^1:32|. Procedure details: To a solution of cyclooctylamine (12.7 g., 0.10 mole) in chloroform (50 ml.) at 10°-20° C. is added dropwise ethyloxalyl chloride (6.83 g., 0.05 mole) in chloroform (50 ml.) over a period of 30 minutes. After stirring for 2 additional hours at 10° C., the mixture is washed with H2O (4×50 ml.), and the organic layer dried over Na2SO4. After filtration and evaporation an oil is obtained (11.3 g.). To the crude ethyl N-cyclooctyloxamate dissolved in ethanol (27 ml.) is added sodium (1.15 g., 0.05 m...